From a dataset of the Open Reaction Database (ORD), a public repository of structured organic reaction records. describe an organic reaction: reactants, conditions, products, and yield Procedure: A mixture of 5-chloro-1,3-dimethyl-1H-pyrazole-4-carbaldehyde (5.0 g), ethyl thioglycolate (3.97 g), potassium carbonate (5.53 g), and N,N-dimethylformamide (150 mL) was stirred at 80° C. for over-night. Water was added to the reaction solution, and the mixture was extracted with ethyl acetate. The ethyl acetate layer was washed with saturated brine, and dried over anhydrous magnesium sulfate. The solvent was evaporated under reduced pressure, and the residue was purified by flash column chromat... Reaction conditions: temperature 80 celsius. As a reaction SMILES: Cl[C:2]1[N:6]([CH3:7])[N:5]=[C:4]([CH3:8])[C:3]=1[CH:9]=[O:10].[C:11]([O:15][CH2:16][CH3:17])(=[O:14])[CH2:12][SH:13].C(=O)([O-])[O-].[K+].[K+].CN(C)C=O>O>[CH:9]([C:3]1[C:4]([CH3:8])=[N:5][N:6]([CH3:7])[C:2]=1[S:13][CH2:12][C:11]([O:15][CH2:16][CH3:17])=[O:14])=[O:10] |f:2.3.4|. Isolated yield 27.8%. Product: C(=O)C=1C(=NN(C1SCC(=O)OCC)C)C (Ethyl [(4-formyl-1,3-dimethyl-1H-pyrazol-5-yl)sulfanyl]acetate). Run in O (Water). The reactants are ClC1=C(C(=NN1C)C)C=O (5-chloro-1,3-dimethyl-1H-pyrazole-4-carbaldehyde), C(CS)(=O)OCC (ethyl thioglycolate), C([O-])([O-])=O.[K+].[K+] (potassium carbonate), CN(C=O)C (N,N-dimethylformamide). Reactants: Fc1ccc(Br)cn1, C1CCOC1, C1CCCCC1, [Li]CCCC, CC(C)NC(C)C, O=CN1CCCCC1, [Li]. Product: O=Cc1cc(Br)cnc1F. RXN SMILES: [Br:14][c:15]1[cH:16][cH:17][c:18]([F:21])[n:19][cH:20]1.[CH2:30]1[O:31][CH2:32][CH2:33][CH2:34]1.[CH2:35]1[CH2:36][CH2:37][CH2:38][CH2:39][CH2:40]1.[CH2:9]([Li:10])[CH2:11][CH2:12][CH3:13].[CH:1]([NH:2][CH:3]([CH3:4])[CH3:5])([CH3:6])[CH3:7].[CH:22](=[O:23])[N:24]1[CH2:25][CH2:26][CH2:27][CH2:28][CH2:29]1.[Li:8]>>[Br:14][c:15]1[cH:16][c:17]([CH:22]=[O:23])[c:18]([F:21])[n:19][cH:20]1. The reactants are S(=O)(=O)(C1=CC=C(C)C=C1)N1C=CC=2C1=NC=C(N2)CNC(=S)C2CCCCC2 (N-((5-tosyl-5H-pyrrolo[2,3-b]pyrazin-2-yl)methyl)cyclohexanecarbothioamide). The reagents and catalysts are C(C)(=O)O[Hg]OC(C)=O (diacetoxymercury), C(C)(=O)O[Hg]OC(C)=O (diacetoxymercury). Run in C1CCOC1 (THF), CCOC(=O)C (EtOAc). Reaction conditions: time 30 minute. Yields the product C1(CCCCC1)C1=NC=C2N1C1=C(N=C2)N(C=C1)S(=O)(=O)C1=CC=C(C)C=C1 (1-cyclohexyl-6-tosyl-6H-imidazo[1,5-a]pyrrolo[2,3-e]pyrazine). Yield: 25.0%. Reaction SMILES: [S:1]([N:11]1[C:15]2=[N:16][CH:17]=[C:18]([CH2:20][NH:21][C:22]([CH:24]3[CH2:29][CH2:28][CH2:27][CH2:26][CH2:25]3)=S)[N:19]=[C:14]2[CH:13]=[CH:12]1)([C:4]1[CH:10]=[CH:9][C:7]([CH3:8])=[CH:6][CH:5]=1)(=[O:3])=[O:2]>C1COCC1.CCOC(C)=O.C(O[Hg]OC(=O)C)(=O)C>[CH:24]1([C:22]2[N:19]3[C:14]4[CH:13]=[CH:12][N:11]([S:1]([C:4]5[CH:10]=[CH:9][C:7]([CH3:8])=[CH:6][CH:5]=5)(=[O:3])=[O:2])[C:15]=4[N:16]=[CH:17][C:18]3=[CH:20][N:21]=2)[CH2:29][CH2:28][CH2:27][CH2:26][CH2:25]1. Reported procedure: To a solution of N-((5-tosyl-5H-pyrrolo[2,3-b]pyrazin-2-yl)methyl)cyclohexanecarboxamide (0.081 g, 0.196 mmol) in THF (1 mL) at ambient temperature was added 2,4-bis(4-phenoxyphenyl)-1,3-dithia-2,4-diphosphetane-2,4-disulfide (0.104 g, 0.196 mmol, TCI). After about 15 h, the reaction mixture was concentrated under reduced pressure. The residue was suspended in EtOAc/DCM (1:1) and filtered through a plug of silica gel (5 g) eluting with EtOAc/DCM (1:1, approximately 100 mL). Concentration of the ... Starting materials: ( 2.0 ), C(C)(=O)NC(C(=O)O)(C1=C(C=CC=C1)C)C=1SC=CC1 (α-acetylamino-α-tolylthiophenylacetic acid). The reagents and catalysts are [Ni] (Raney nickel). Run in CC(=O)C (acetone). Reaction conditions: time 5.5 hour. Yields the product C(C)(=O)NC(C(=O)O)C1=CC=CC=C1 (α-acetylaminophenylacetic acid). Yield: 67.0%. RXN SMILES: [C:1]([NH:4][C:5](C1SC=CC=1)([C:9]1[CH:14]=[CH:13][CH:12]=[CH:11][C:10]=1C)[C:6]([OH:8])=[O:7])(=[O:3])[CH3:2]>[Ni].CC(C)=O>[C:1]([NH:4][CH:5]([C:9]1[CH:14]=[CH:13][CH:12]=[CH:11][CH:10]=1)[C:6]([OH:8])=[O:7])(=[O:3])[CH3:2]. Reported procedure: Two (2.0) cc of Raney nickel (WII) was suspended in 15 ml of acetone, and refluxed for 7 minutes. Cooling the suspension to room temperature, 315 mg of α-acetylamino-α-tolylthiophenylacetic acid was added, followed by 5.5 hours' stirring at room temperature. The insoluble matter was separated by filtration, and washed with ethanol. The filtrate and washing were combined and concentrated under reduced pressure. The residue was crystallized from an ether-n-hexane system. Thus 141 mg of α-acetylami... Starting materials: Brc1ccc(Br)cc1, C1CCOC1, [Mg], CC(C)(C)OC(=O)N1CCCC1=O. Yields the product CC(C)(C)OC(=O)NCCCC(=O)c1ccc(Br)cc1. Reaction SMILES: [Br:2][c:3]1[cH:4][cH:5][c:6]([Br:7])[cH:8][cH:9]1.[CH2:23]1[O:24][CH2:25][CH2:26][CH2:27]1.[Mg:1].[O:10]=[C:11]1[N:12]([C:16](=[O:17])[O:18][C:19]([CH3:20])([CH3:21])[CH3:22])[CH2:13][CH2:14][CH2:15]1>>[c:3]1([C:11](=[O:10])[CH2:15][CH2:14][CH2:13][NH:12][C:16](=[O:17])[O:18][C:19]([CH3:20])([CH3:21])[CH3:22])[cH:4][cH:5][c:6]([Br:7])[cH:8][cH:9]1. RXN SMILES: [NH2:1][C:2]1[N:7]=[CH:6][N:5]=[C:4]2[N:8]([C@@H:24]3[CH2:27][C@H:26]([OH:28])[CH2:25]3)[N:9]=[C:10]([C:11]3[CH:16]=[CH:15][C:14]([O:17][C:18]4[CH:23]=[CH:22][CH:21]=[CH:20][CH:19]=4)=[CH:13][CH:12]=3)[C:3]=12.[N+:29]([C:32]1[CH:40]=[CH:39][C:35]([C:36](O)=[O:37])=[CH:34][CH:33]=1)([O-:31])=[O:30].C1(P(C2C=CC=CC=2)C2C=CC=CC=2)C=CC=CC=1.N(C(OCC)=O)=NC(OCC)=O>O1CCCC1>[N+:29]([C:32]1[CH:33]=[CH:34][C:35]([C:36]([O:28][C@H:26]2[CH2:25][C@H:24]([N:8]3[C:4]4=[N:5][CH:6]=[N:7][C:2]([NH2:1])=[C:3]4[C:10]([C:11]4[CH:12]=[CH:13][C:14]([O:17][C:18]5[CH:23]=[CH:22][CH:21]=[CH:20][CH:19]=5)=[CH:15][CH:16]=4)=[N:9]3)[CH2:27]2)=[O:37])=[CH:39][CH:40]=1)([O-:31])=[O:30]. The reactants are N(=NC(=O)OCC)C(=O)OCC (Diethyl azodicarboxylate), NC1=C2C(=NC=N1)N(N=C2C2=CC=C(C=C2)OC2=CC=CC=C2)[C@H]2C[C@H](C2)O (cis 3-[4-amino-3-(4-phenoxyphenyl)-1H-pyrazolo[3,4-d]pyrimidin-1-yl]-1-cyclobutanol), [N+](=O)([O-])C1=CC=C(C(=O)O)C=C1 (4-nitrobenzoic acid), C1(=CC=CC=C1)P(C1=CC=CC=C1)C1=CC=CC=C1 (triphenylphosphine). The solvent is O1CCCC1 (tetrahydrofuran). Yields the product [N+](=O)([O-])C1=CC=C(C(=O)O[C@@H]2C[C@H](C2)N2N=C(C=3C2=NC=NC3N)C3=CC=C(C=C3)OC3=CC=CC=C3)C=C1 (trans 3-[4-amino-3-(4-phenoxyphenyl)-1H-pyrazolo[3,4-d]pyrimidin-1-yl]cyclobutyl 4-nitrobenzoate). Yield: 0.1%. Reported procedure: A solution of cis 3-[4-amino-3-(4-phenoxyphenyl)-1H-pyrazolo[3,4-d]pyrimidin-1-yl]-1-cyclobutanol (0.113 g, 0.000302 mol), 4-nitrobenzoic acid (0.101 g, 0.000605 mol) and triphenylphosphine (0.159 g, 0.000605 mol) in tetrahydrofuran (5 mL) was cooled to 0° C. Diethyl azodicarboxylate (0.096 mL, 0.159 g, 6.000605 mol) was added dropwise, keeping the temperature below 10° C. The mixture was allowed to come to room temperature over eighteen hours. The solvent was removed in vacuo and the residue wa...